From a dataset of the Open Reaction Database (ORD), a public repository of structured organic reaction records. describe an organic reaction: reactants, conditions, products, and yield Starting materials: O=C(n1ccnc1)n1ccnc1, CCOC(C)=O, CCN(C(C)C)C(C)C, CC(C)[Si](OC1CCN(N2CCC(Cc3c(Cl)cc(-c4ccc(C(=O)O)cc4)cc3Cl)C2=O)CC1)(C(C)C)C(C)C, ClCCl, Cl, FC1(F)CCNCC1. Yields the product CC(C)[Si](OC1CCN(N2CCC(Cc3c(Cl)cc(-c4ccc(C(=O)N5CCC(F)(F)CC5)cc4)cc3Cl)C2=O)CC1)(C(C)C)C(C)C. As a reaction SMILES: [C:42]([n:43]1[cH:44][cH:45][n:46][cH:47]1)([n:48]1[cH:49][cH:50][n:51][cH:52]1)=[O:53].[CH3:75][CH2:76][O:77][C:78](=[O:79])[CH3:80].[CH:63]([N:64]([CH:65]([CH3:66])[CH3:67])[CH2:68][CH3:69])([CH3:70])[CH3:71].[Cl:1][c:2]1[cH:3][c:4](-[c:33]2[cH:34][cH:35][c:36]([C:39](=[O:40])[OH:41])[cH:37][cH:38]2)[cH:5][c:6]([Cl:32])[c:7]1[CH2:8][CH:9]1[C:10](=[O:31])[N:11]([N:14]2[CH2:15][CH2:16][CH:17]([O:20][Si:21]([CH:22]([CH3:23])[CH3:24])([CH:25]([CH3:26])[CH3:27])[CH:28]([CH3:29])[CH3:30])[CH2:18][CH2:19]2)[CH2:12][CH2:13]1.[Cl:72][CH2:73][Cl:74].[ClH:54].[F:55][C:56]1([F:62])[CH2:57][CH2:58][NH:59][CH2:60][CH2:61]1>>[Cl:1][c:2]1[cH:3][c:4](-[c:33]2[cH:34][cH:35][c:36]([C:39](=[O:41])[N:59]3[CH2:58][CH2:57][C:56]([F:55])([F:62])[CH2:61][CH2:60]3)[cH:37][cH:38]2)[cH:5][c:6]([Cl:32])[c:7]1[CH2:8][CH:9]1[C:10](=[O:31])[N:11]([N:14]2[CH2:15][CH2:16][CH:17]([O:20][Si:21]([CH:22]([CH3:23])[CH3:24])([CH:25]([CH3:26])[CH3:27])[CH:28]([CH3:29])[CH3:30])[CH2:18][CH2:19]2)[CH2:12][CH2:13]1. Reactants: CC1CNCC(C)N1, CN1CCCC1=O, CCOC(C)=O, CC(=O)c1ccc(Cl)cc1[N+](=O)[O-]. Yields the product CC(=O)c1ccc(N2CC(C)NC(C)C2)cc1[N+](=O)[O-]. As a reaction SMILES: [CH3:14][CH:15]1[NH:16][CH:17]([CH3:21])[CH2:18][NH:19][CH2:20]1.[CH3:22][N:23]1[CH2:24][CH2:25][CH2:26][C:27]1=[O:28].[CH3:29][CH2:30][O:31][C:32](=[O:33])[CH3:34].[Cl:1][c:2]1[cH:3][c:4]([N+:11](=[O:12])[O-:13])[c:5]([C:8]([CH3:9])=[O:10])[cH:6][cH:7]1>>[c:2]1([N:19]2[CH2:18][CH:17]([CH3:21])[NH:16][CH:15]([CH3:14])[CH2:20]2)[cH:3][c:4]([N+:11](=[O:12])[O-:13])[c:5]([C:8]([CH3:9])=[O:10])[cH:6][cH:7]1. Starting materials: ClC=1C=C(CN2C(=O)N(C(=O)C=C2NNC(=S)NC)CCC)C=CC1 (1-(3-chlorobenzyl)-6-(4-methylthiosemicarbazido)-3-propyluracil), CO (methanol). The solvent is CN(C)C=O (DMF). Product: ClC=1C=C(CN2C(N(C(C3=C2NN=C3NC)=O)CCC)=O)C=CC1 (7-(3-Chlorobenzyl)-3-methylamino-5-propylpyrazolo[3,4-d]pyrimidine-4,6(5H,7H)-dione). The yield is 71.8%. RXN SMILES: [Cl:1][C:2]1[CH:3]=[C:4]([CH:23]=[CH:24][CH:25]=1)[CH2:5][N:6]1[C:13]([NH:14][NH:15][C:16]([NH:18][CH3:19])=S)=[CH:12][C:10](=[O:11])[N:9]([CH2:20][CH2:21][CH3:22])[C:7]1=[O:8].CO>CN(C=O)C>[Cl:1][C:2]1[CH:3]=[C:4]([CH:23]=[CH:24][CH:25]=1)[CH2:5][N:6]1[C:13]2[NH:14][N:15]=[C:16]([NH:18][CH3:19])[C:12]=2[C:10](=[O:11])[N:9]([CH2:20][CH2:21][CH3:22])[C:7]1=[O:8]. Procedure details: A solution of 1-(3-chlorobenzyl)-6-(4-methylthiosemicarbazido)-3-propyluracil (3.81 g, 10 mM) in DMF (40 ml) was stirred at 100° C. for 20 hours. To the reaction solution was added 50% methanol (20 ml) and the mixture was cooled to give crystals. Recrystallization from DMF/methanol gave colorless crystals (2.49 g, 72%), m.p. 263°-265° C. Starting materials: NC1=NNC=N1 (3-Amino-1H-1,2,4-triazole), NC1=NC=NN1C(=S)NCCC (5-amino-1-[n-propylamino(thiocarbonyl)]-1H-1,2,4-triazole), C(CC)N=C=S (n-propyl isothiocyanate). Run in CN(C=O)C (dimethylformamide). Product: NC1=NN(C=N1)C(=S)NCCC (3-amino-1-[n-propylamino(thiocarbonyl)]-1H-1,2,4-triazole). The yield is 35.0%. As a reaction SMILES: [NH2:1][C:2]1[N:6]=[CH:5][NH:4][N:3]=1.[CH2:7]([N:10]=[C:11]=[S:12])[CH2:8][CH3:9].NC1N(C(NCCC)=S)N=CN=1>CN(C)C=O>[NH2:1][C:2]1[N:6]=[CH:5][N:4]([C:11]([NH:10][CH2:7][CH2:8][CH3:9])=[S:12])[N:3]=1. Procedure: The synthesis method of Example 1-(3) was applied. 3-Amino-1H-1,2,4-triazole (4.00 g), dimethylformamide (30 ml) and n-propyl isothiocyanate (5.7 ml) were used as reagents. After the reaction, the reaction mixture was purified by silica gel column chromatography (hexane-ethyl acetate) to give 3.07g of a 1:1 mixture of 5-amino-1-[n-propylamino(thiocarbonyl)]-1H-1,2,4-triazole and 3-amino-1-[n-propylamino(thiocarbonyl)]-1H-1,2,4-triazole as a white solid (yield 35%). The solid was applied to high ... The reactants are CC1=NC2=CC=C3C(=C2C=C1)O[C@H](CO3)COS(=O)(=O)C3=CC=C(C=C3)Br ((2R)-4-bromobenzenesulfonic acid 8-methyl-2,3-dihydro-[1,4]dioxino[2,3-f]quinolin-2-ylmethyl ester), FC1=CC=C2C(=CNC2=C1)CC1CNCCC1 (6-fluoro-3-piperidin-3-ylmethyl-1H-indole). As a reaction SMILES: [CH3:1][C:2]1[CH:11]=[CH:10][C:9]2[C:4](=[CH:5][CH:6]=[C:7]3[O:15][CH2:14][C@H:13]([CH2:16]OS(C4C=CC(Br)=CC=4)(=O)=O)[O:12][C:8]3=2)[N:3]=1.[F:28][C:29]1[CH:37]=[C:36]2[C:32]([C:33]([CH2:38][CH:39]3[CH2:44][CH2:43][CH2:42][NH:41][CH2:40]3)=[CH:34][NH:35]2)=[CH:31][CH:30]=1>>[F:28][C:29]1[CH:37]=[C:36]2[C:32]([C:33]([CH2:38][CH:39]3[CH2:44][CH2:43][CH2:42][N:41]([CH2:16][CH:13]4[O:12][C:8]5=[C:9]6[C:4](=[CH:5][CH:6]=[C:7]5[O:15][CH2:14]4)[N:3]=[C:2]([CH3:1])[CH:11]=[CH:10]6)[CH2:40]3)=[CH:34][NH:35]2)=[CH:31][CH:30]=1. Yields the product FC1=CC=C2C(=CNC2=C1)CC1CN(CCC1)CC1COC=2C(=C3C=CC(=NC3=CC2)C)O1 (2-[3-(6-Fluoro-1H-indol-3-ylmethyl)-piperidin-1-ylmethyl]-8-methyl-2,3-dihydro-[1,4]dioxino[2,3-f]quinoline). Procedure: This compound was prepared as described for Example 2, using (2R)-4-bromobenzenesulfonic acid 8-methyl-2,3-dihydro-[1,4]dioxino[2,3-f]quinolin-2-ylmethyl ester (0.22 g, 4.9 mmol), 6-fluoro-3-piperidin-3-ylmethyl-1H-indole (0.13 g, 5.9 mmol), to afford 0.11 g (50%) of the (S)-enantiomer of the title compound as a light brown oil. The hydrogen chloride salt was prepared in ethyl acetate and collected as 0.12 g of a yellow solid, m.p. 50° C. (dec).